This data is from the Open Reaction Database (ORD), a public repository of structured organic reaction records. The task is: describe an organic reaction: reactants, conditions, products, and yield Starting materials: BrC1=CC=C(C=C1)C1(C=CC(CC1)=O)C1=CC(=C(C=C1)OC)OC1CCCC1 (4-(4-bromophenyl)-4-(3-cyclopentyloxy-4-methoxyphenyl)-2-cylohexen-1-one), C([O-])([O-])=O.[Na+].[Na+] (sodium carbonate), NC1=NC=C(C=N1)B1OC(C(O1)(C)C)(C)C (2-(2-aminopyrimidin-5-yl)-4,4,5,5-tetramethyl-1,3-dioxaborolane), C(C)O (ethanol). Reagents/catalysts: C=1C=CC(=CC1)[P](C=2C=CC=CC2)(C=3C=CC=CC3)[Pd]([P](C=4C=CC=CC4)(C=5C=CC=CC5)C=6C=CC=CC6)([P](C=7C=CC=CC7)(C=8C=CC=CC8)C=9C=CC=CC9)[P](C=1C=CC=CC1)(C=1C=CC=CC1)C=1C=CC=CC1 (tetrakis(triphenylphosphine)palladium(0)). The solvent is C1(=CC=CC=C1)C (Toluene), O (Water). Conditions: temperature 80 celsius, time 18 hour. Yields the product NC1=NC=C(C=N1)C1=CC=C(C=C1)C1(C=CC(CC1)=O)C1=CC(=C(C=C1)OC)OC1CCCC1 (4-[4-(2-Aminopyrimidin-5-yl)phenyl]-4-(3-cyclopentyloxy-4-methoxyphenyl)-2-cyclohexen-1-one). The yield is 83.1%. As a reaction SMILES: Br[C:2]1[CH:7]=[CH:6][C:5]([C:8]2([C:15]3[CH:20]=[CH:19][C:18]([O:21][CH3:22])=[C:17]([O:23][CH:24]4[CH2:28][CH2:27][CH2:26][CH2:25]4)[CH:16]=3)[CH2:13][CH2:12][C:11](=[O:14])[CH:10]=[CH:9]2)=[CH:4][CH:3]=1.[NH2:29][C:30]1[N:35]=[CH:34][C:33](B2OC(C)(C)C(C)(C)O2)=[CH:32][N:31]=1.C(O)C.C(=O)([O-])[O-].[Na+].[Na+]>C1(C)C=CC=CC=1.C1C=CC([P]([Pd]([P](C2C=CC=CC=2)(C2C=CC=CC=2)C2C=CC=CC=2)([P](C2C=CC=CC=2)(C2C=CC=CC=2)C2C=CC=CC=2)[P](C2C=CC=CC=2)(C2C=CC=CC=2)C2C=CC=CC=2)(C2C=CC=CC=2)C2C=CC=CC=2)=CC=1.O>[NH2:29][C:30]1[N:31]=[CH:32][C:33]([C:2]2[CH:7]=[CH:6][C:5]([C:8]3([C:15]4[CH:20]=[CH:19][C:18]([O:21][CH3:22])=[C:17]([O:23][CH:24]5[CH2:25][CH2:26][CH2:27][CH2:28]5)[CH:16]=4)[CH2:13][CH2:12][C:11](=[O:14])[CH:10]=[CH:9]3)=[CH:4][CH:3]=2)=[CH:34][N:35]=1 |f:3.4.5,^1:64,66,85,104|. Reported procedure: To a solution of 4-(4-bromophenyl)-4-(3-cyclopentyloxy-4-methoxyphenyl)-2-cylohexen-1-one (1.39 g, 3.17 mmol) in Toluene (50 ml) was added tetrakis(triphenylphosphine)palladium(0) (417 mg, 0.36 mmol), followed by 2-(2-aminopyrimidin-5-yl)-4,4,5,5-tetramethyl-1,3-dioxaborolane (2.02 g, 6.1 mmol, prepared as described in Tatsuo Ishiyama; Miki Murata and Norio Miyaura, J. Org. Chem. 1995, 60, 7508-7510), ethanol (8 ml) and 2M sodium carbonate (8 ml). The reaction mixture was stirred under argon at ... Reactants: [OH-].[Na+] (sodium hydroxide), C1(=CC=C(C=C1)S(=O)(=O)O)C (p-toluenesulfonic acid), acetyl-1,2-isopropylideneglycerol, C(CCCCCCCCCCC)=O (n-dodecanal), acetal, C1(=CC=CC=C1)C (toluene), ester. Solvent: C(C)O (ethanol). Yields the product C(CCCCCCCCCC)C1OCC(O1)CO (2-undecyl-4-hydroxymethyl-1,3-dioxolane). Reaction SMILES: [CH:1](=[O:13])[CH2:2][CH2:3][CH2:4][CH2:5][CH2:6][CH2:7][CH2:8][CH2:9][CH2:10][CH2:11][CH3:12].[C:14]1([CH3:20])C=CC=C[CH:15]=1.C1(C)C=CC(S(O)(=O)=[O:28])=CC=1.[OH-:32].[Na+]>C(O)C>[CH2:2]([CH:1]1[O:13][CH:14]([CH2:15][OH:28])[CH2:20][O:32]1)[CH2:3][CH2:4][CH2:5][CH2:6][CH2:7][CH2:8][CH2:9][CH2:10][CH2:11][CH3:12] |f:3.4|. Procedure: Then, the same reactor as above was charged with 226 g of acetyl-1,2-isopropylideneglycerol, 221 g of n-dodecanal and a solvent amount of toluene. Thereafter, p-toluenesulfonic acid was added as a catalyst and the acetal exchange reaction was carried out under reflux conditions. Then, a solution of sodium hydroxide in ethanol was added to decompose the ester moiety at the reflux temperature and the ethanol was distilled off under reduced pressure. The resulting crude product was extracted into d... Starting materials: COC(=O)C=1N(S(C2=C(C1OS(=O)(=O)C(F)(F)F)C=C(C(=C2)OC)OC)(=O)=O)CC2=CC1=C(OCO1)C=C2 (2-benzo[1,3]dioxol-5-ylmethyl-6,7-dimethoxy-1,1-dioxo-4-(trifluoro-methanesulfonyloxy)-1,2-dihydro-1λ6 -benzo[e][1,2]thiazine-3-carboxylic acid methyl ester), O1COC2=C1C=CC(=C2)[S-].[Na+] (sodium 1,3-benzodioxole-5-thiolate), O1COC2=C1C=CC(=C2)S (1,3-benzodioxole-5-thiol), [H-].[Na+] (sodium hydride). Solvent: C(C)(=O)OCC (ethyl acetate), CN(C)C=O (DMF), CN(C)C=O (DMF), CN(C)C=O (DMF). Run at time 16 hour. Yields the product COC(=O)C=1N(S(C2=C(C1SC1=CC3=C(OCO3)C=C1)C=CC=C2)(=O)=O)CC2=CC1=C(OCO1)C=C2 (2-Benzo[1,3]dioxol-5-ylmethyl-4-(benzo[1,3]dioxol-5-ylsulfanyl)-1,1-dioxo-1,2-dihydro-1λ6 -benzo[e][1,2]thiazine-3-carboxylic acid methyl ester). Isolated yield 79.0%. Reaction SMILES: [CH3:1][O:2][C:3]([C:5]1[N:6]([CH2:29][C:30]2[CH:38]=[CH:37][C:33]3[O:34][CH2:35][O:36][C:32]=3[CH:31]=2)[S:7](=[O:28])(=[O:27])[C:8]2[CH:22]=[C:21](OC)[C:20](OC)=[CH:19][C:9]=2[C:10]=1OS(C(F)(F)F)(=O)=O)=[O:4].[O:39]1[C:43]2[CH:44]=[CH:45][C:46]([S-:48])=[CH:47][C:42]=2[O:41][CH2:40]1.[Na+].O1C2C=CC(S)=CC=2OC1.[H-].[Na+]>CN(C=O)C.C(OCC)(=O)C>[CH3:1][O:2][C:3]([C:5]1[N:6]([CH2:29][C:30]2[CH:38]=[CH:37][C:33]3[O:34][CH2:35][O:36][C:32]=3[CH:31]=2)[S:7](=[O:28])(=[O:27])[C:8]2[CH:22]=[CH:21][CH:20]=[CH:19][C:9]=2[C:10]=1[S:48][C:46]1[CH:45]=[CH:44][C:43]2[O:39][CH2:40][O:41][C:42]=2[CH:47]=1)=[O:4] |f:1.2,4.5|. Procedure: To 2-Benzo[1,3]dioxol-5-ylmethyl-4-hydroxy-1,1-dioxo-1,2-dihydro-1λ6 -benzo[e][1,2]thiazine-3-carboxylic acid methyl ester in dichloromethane (6 mL) and pyridine (0.65 mL, 7.75 mmol) was added trifluoromethanesulfonic anhydride (0.32 mL, 1.71 mmol). This mixture was stirred at room temperature for 30 minutes. Diluted with ethyl acetate (100 mL), washed with 1N HCl (2×50 mL), brine (50 mL), dried with magnesium sulfate and then evaporated in vacuo to afford the crude 2-benzo[1,3]dioxol-5-ylmethyl... The reactants are CCC(CC)c1cc(C)nn2c(-c3sc(Br)cc3C)c(C)nc12, C1CCOC1, Cc1ccco1, CCOC(C)=O, CCOCC, CCCCCC. Product: CCC(CC)c1cc(C)nn2c(-c3sc(-c4ccc(C)o4)cc3C)c(C)nc12. Reaction SMILES: [Br:18][c:19]1[cH:20][c:21]([CH3:40])[c:22](-[c:24]2[c:25]([CH3:39])[n:26][c:27]3[n:28]2[n:29][c:30]([CH3:38])[cH:31][c:32]3[CH:33]([CH2:34][CH3:35])[CH2:36][CH3:37])[s:23]1.[CH2:13]1[O:14][CH2:15][CH2:16][CH2:17]1.[CH3:1][c:2]1[o:3][cH:4][cH:5][cH:6]1.[CH3:41][CH2:42][O:43][C:44]([CH3:45])=[O:46].[CH3:47][CH2:48][O:49][CH2:50][CH3:51].[CH3:7][CH2:8][CH2:9][CH2:10][CH2:11][CH3:12]>>[CH3:1][c:2]1[o:3][c:4](-[c:19]2[cH:20][c:21]([CH3:40])[c:22](-[c:24]3[c:25]([CH3:39])[n:26][c:27]4[n:28]3[n:29][c:30]([CH3:38])[cH:31][c:32]4[CH:33]([CH2:34][CH3:35])[CH2:36][CH3:37])[s:23]2)[cH:5][cH:6]1. Starting materials: C(C)(=O)OC(C)=O (acetic anhydride), OC1=C2CCNC(C2=CC=C1)=O (3,4-dihydro-5-hydroxy-1(2H)-isoquinolinone), C(=O)([O-])[O-].[K+].[K+] (K2CO3), C(C)(=O)OC(C)=O (acetic anhydride), O (water). Run in CN(C)C=O (DMF). Run at time 2.5 day. The product is C(C)(=O)OC1=C2CCNC(C2=CC=C1)=O (5-(Acetyloxy)-3,4-dihydro-1(2H)-isoquinolinone). Yield: 47.8%. Reaction SMILES: [OH:1][C:2]1[CH:11]=[CH:10][CH:9]=[C:8]2[C:3]=1[CH2:4][CH2:5][NH:6][C:7]2=[O:12].C([O-])([O-])=O.[K+].[K+].[C:19](OC(=O)C)(=[O:21])[CH3:20].O>CN(C=O)C>[C:19]([O:1][C:2]1[CH:11]=[CH:10][CH:9]=[C:8]2[C:3]=1[CH2:4][CH2:5][NH:6][C:7]2=[O:12])(=[O:21])[CH3:20] |f:1.2.3|. Procedure: A mixture of 2.0 g (12.3 mmol) of 3,4-dihydro-5-hydroxy-1(2H)-isoquinolinone, 2.0 g (52 mmol) of K2CO3 and 0.75 g of acetic anhydride in 20 ml of DMF was stirred at room temperature for 2.5 days. The mixture was then warmed to 70°-80° and an additional 1.5 g of acetic anhydride was added and stirring was continued for five hours. The reaction was poured into 250 ml of water and the resulting solid was collected, washed with water, and air dried. It was recrystallized from EtOH and then chromatog... Reactants: O=C([O-])O, CCCCCOCC1CO1, CC(C)=O, CCOCC, FB(F)F, [Na+]. Product: CCCCCOCC1COC(C)(C)O1. Reaction SMILES: [C:19](=[O:20])([OH:21])[O-:22].[CH2:9]([CH:10]1[CH2:11][O:12]1)[O:13][CH2:14][CH2:15][CH2:16][CH2:17][CH3:18].[CH3:1][C:2]([CH3:3])=[O:4].[CH3:24][CH2:25][O:26][CH2:27][CH3:28].[F:5][B:6]([F:7])[F:8].[Na+:23]>>[CH3:1][C:2]1([CH3:3])[O:4][CH2:11][CH:10]([CH2:9][O:13][CH2:14][CH2:15][CH2:16][CH2:17][CH3:18])[O:12]1. Reactants: N1=CC=C(C=C1)C (4-picoline), FC1=CC=C(C=O)C=C1 (4-fluorobenzaldehyde). Solvent: C(C)(=O)OC(C)=O (acetic anhydride). Run at time 30 minute. Product: FC1=CC=C(C=C1)/C=C/C1=CC=NC=C1 ((E)-4-[2-(4-fluorophenyl)ethenyl]pyridine). The yield is 59.2%. As a reaction SMILES: [N:1]1[CH:6]=[CH:5][C:4]([CH3:7])=[CH:3][CH:2]=1.[F:8][C:9]1[CH:16]=[CH:15][C:12]([CH:13]=O)=[CH:11][CH:10]=1>C(OC(=O)C)(=O)C>[F:8][C:9]1[CH:16]=[CH:15][C:12](/[CH:13]=[CH:7]/[C:4]2[CH:5]=[CH:6][N:1]=[CH:2][CH:3]=2)=[CH:11][CH:10]=1. Reported procedure: A mixture of 4-picoline (15.6 ml, 161 mmol) and 4-fluorobenzaldehyde (20 g, 161 mmol) in acetic anhydride (125 ml) was heated at reflux overnight. The reaction was cooled and the solvent evaporated. Water (100 ml) was added to the residue, and the mixture stirred at room temperature for 30 minutes. Saturated sodium carbonate solution (100 ml) and ethyl acetate (150 ml) were then added, and stirring continued for a further 30 minutes. The two phases were separated, and the aqueous phase extracted...